From a dataset of the Open Reaction Database (ORD), a public repository of structured organic reaction records. describe an organic reaction: reactants, conditions, products, and yield Conditions: temperature 60 celsius. Reported procedure: 2,6-Dibromopyridine (2.36 g, 1 mmol), benzylzinc bromide (0.9 M in THF, 1.05 mL, 0.95 mmol) and tetrakis(triphenylphosphine)palladium(0) (0.012 g, 0.01 mmol) were placed in THF (75 mL) and heated to 60° C. for 20 hours. The reaction mixture was cooled, submitted to standard aqueous workup and purified on silica gel to afford the title compound. Solvent: C1CCOC1 (THF). The reagents and catalysts are C=1C=CC(=CC1)[P](C=2C=CC=CC2)(C=3C=CC=CC3)[Pd]([P](C=4C=CC=CC4)(C=5C=CC=CC5)C=6C=CC=CC6)([P](C=7C=CC=CC7)(C=8C=CC=CC8)C=9C=CC=CC9)[P](C=1C=CC=CC1)(C=1C=CC=CC1)C=1C=CC=CC1 (tetrakis(triphenylphosphine)palladium(0)). Reactants: BrC1=NC(=CC=C1)Br (2,6-Dibromopyridine), [Br-].C(C1=CC=CC=C1)[Zn+] (benzylzinc bromide). The product is C(C1=CC=CC=C1)C1=NC(=CC=C1)Br (2-Benzyl-6-bromo-pyridine). RXN SMILES: Br[C:2]1[CH:7]=[CH:6][CH:5]=[C:4]([Br:8])[N:3]=1.[Br-].[CH2:10]([Zn+])[C:11]1[CH:16]=[CH:15][CH:14]=[CH:13][CH:12]=1>C1COCC1.C1C=CC([P]([Pd]([P](C2C=CC=CC=2)(C2C=CC=CC=2)C2C=CC=CC=2)([P](C2C=CC=CC=2)(C2C=CC=CC=2)C2C=CC=CC=2)[P](C2C=CC=CC=2)(C2C=CC=CC=2)C2C=CC=CC=2)(C2C=CC=CC=2)C2C=CC=CC=2)=CC=1>[CH2:10]([C:2]1[CH:7]=[CH:6][CH:5]=[C:4]([Br:8])[N:3]=1)[C:11]1[CH:16]=[CH:15][CH:14]=[CH:13][CH:12]=1 |f:1.2,^1:26,28,47,66|. The reactants are BrC=1C=2C3=C(C(NC2C=CC1OC)=O)SC=C3 (9-bromo-8-methoxythieno[2,3-c]quinolin-4(5H)-one), CC1(OB(OC1(C)C)C1=CC=C(C=C1)C1(CCC1)CNC(OC(C)(C)C)=O)C (tert-butyl (1-(4-(4,4,5,5-tetramethyl-1,3,2-dioxaborolan-2-yl)phenyl)cyclobutyl)methylcarbamate). The product is C(C)(C)(C)OC(NCC1(CCC1)C1=CC=C(C=C1)C=1C=2C3=C(C(NC2C=CC1OC)=O)SC=C3)=O (tert-Butyl(1-(4-(8-methoxy-4-oxo-4,5-dihydrothieno[2,3-c]quinolin-9-yl)phenyl)cyclobutyl)methylcarbamate). Isolated yield 51.0%. Reaction SMILES: Br[C:2]1[C:3]2[C:4]3[CH:17]=[CH:16][S:15][C:5]=3[C:6](=[O:14])[NH:7][C:8]=2[CH:9]=[CH:10][C:11]=1[O:12][CH3:13].CC1(C)C(C)(C)OB([C:26]2[CH:31]=[CH:30][C:29]([C:32]3([CH2:36][NH:37][C:38](=[O:44])[O:39][C:40]([CH3:43])([CH3:42])[CH3:41])[CH2:35][CH2:34][CH2:33]3)=[CH:28][CH:27]=2)O1>>[C:40]([O:39][C:38](=[O:44])[NH:37][CH2:36][C:32]1([C:29]2[CH:28]=[CH:27][C:26]([C:2]3[C:3]4[C:4]5[CH:17]=[CH:16][S:15][C:5]=5[C:6](=[O:14])[NH:7][C:8]=4[CH:9]=[CH:10][C:11]=3[O:12][CH3:13])=[CH:31][CH:30]=2)[CH2:35][CH2:34][CH2:33]1)([CH3:43])([CH3:41])[CH3:42]. Reported procedure: Following General Procedure B, 9-bromo-8-methoxythieno[2,3-c]quinolin-4(5H)-one (1.9 g, 6.0 mmol) was reacted with tert-butyl (1-(4-(4,4,5,5-tetramethyl-1,3,2-dioxaborolan-2-yl)phenyl)cyclobutyl)methylcarbamate (3.5 g, 9.0 mmol) to afford the desired product (1.5 g, 33%) as a light brown solid: ESI MS m/z 491 [C28H30N2O4S+H]+. Reactants: [K+].[K+].OC1=C(CCC(=O)[O-])C=CC=C1N(C)CC(=O)O.OC1=C(CCC(=O)[O-])C=CC=C1N(C)CC(=O)O (2-Hydroxy-3-(N-methylcarboxymethylamino)-hydrocinnamic acid dipotassium salt). Solvent: CO (methanol). Reaction conditions: time 15 minute. Product: OC1=CN(C(=C1)C1=CC=CC=C1)C (3-hydroxy-N-methyl-5-phenylpyrrole). As a reaction SMILES: [K+].[K+].O[C:4]1[C:14](N(CC(O)=O)C)=[CH:13][CH:12]=[CH:11][C:5]=1[CH2:6][CH2:7][C:8]([O-:10])=O.OC1[C:32]([N:33](CC(O)=O)[CH3:34])=CC=CC=1CCC([O-])=O>CO>[OH:10][C:8]1[CH:7]=[C:6]([C:5]2[CH:4]=[CH:14][CH:13]=[CH:12][CH:11]=2)[N:33]([CH3:34])[CH:32]=1 |f:0.1.2.3|. Reported procedure: To a mixture of deoxygenated methanol (15.5 ml) and 3-acetoxy-1-methyl-5-phenylpyrrole (5) (1.3 g, 6.2 mmole), under argon, was added deoxygenated NaOH (2N, 12.5 ml). The reaction mixture was stirred in an icebath for 15 minutes. Then deoxygenated citric acid (2M, 7 ml) was added and the resulting mixture was stirred and an ice bath for 8 minutes. The reaction mixture was concentrated under reduced pressure, then 20 ml of water was added and was extracted twice with ethylacetate (EtOAc) (50 ml).... The reactants are O (water), C(C)(C)(C)N=NC(C)(CC(C)C)SCCO (2-t-butylazo-2-(β-hydroxyethylthio)-4-methylpentane), N1=CC=CC=C1 (pyridine), C(C)(C)(C)N=NC(CCC(=O)Cl)(C)C#N (4-t-butylazo-4-cyanovaleryl chloride). The solvent is CCCCC (pentane). Run at temperature 25 celsius, time 0.5 hour. Product: C(C)(C)(C)N=NC(CCC(=O)OCCSC(CC(C)C)(C)N=NC(C)(C)C)(C)C#N (4-t-Butylazo-4,6-dimethyl-3-thiaheptyl 4-t-butylazo-4-cyanovalerate). Isolated yield 66.0%. RXN SMILES: [C:1]([N:5]=[N:6][C:7]([S:13][CH2:14][CH2:15][OH:16])([CH2:9][CH:10]([CH3:12])[CH3:11])[CH3:8])([CH3:4])([CH3:3])[CH3:2].N1C=CC=CC=1.[C:23]([N:27]=[N:28][C:29]([C:36]#[N:37])([CH3:35])[CH2:30][CH2:31][C:32](Cl)=[O:33])([CH3:26])([CH3:25])[CH3:24].O>CCCCC>[C:23]([N:27]=[N:28][C:29]([C:36]#[N:37])([CH3:35])[CH2:30][CH2:31][C:32]([O:16][CH2:15][CH2:14][S:13][C:7]([N:6]=[N:5][C:1]([CH3:2])([CH3:3])[CH3:4])([CH3:8])[CH2:9][CH:10]([CH3:11])[CH3:12])=[O:33])([CH3:26])([CH3:24])[CH3:25]. Reported procedure: To a solution of 6.5 grams (0.0264 moles) of 2-t-butylazo-2-(β-hydroxyethylthio)-4-methylpentane and 2.5 grams (.031 moles) of pyridine in 50 ml of pentane in a beaker was added 5.75 grams (.025 moles) of 4-t-butylazo-4-cyanovaleryl chloride dropwise while holding the reaction temperature at 25° ± 2° C. After the addition was complete, the reaction was stirred an additional 1/2 hour at 25° C, 50 ml of water added and the pentane layer separated. The pentane layer was successively washed with 25 ... Starting materials: BrC1=CC=C(C=C1)S(=O)(=O)Cl (4-bromobenzenesulfonyl chloride), N1=CC=CC=C1 (pyridine), Cl (HCl), C(C(C)C)N (isobutylamine). Run in C(Cl)Cl (DCM). Conditions: time 16 hour. The product is BrC1=CC=C(C=C1)S(=O)(=O)NCC(C)C (4-bromo-N-isobutyl-benzenesulfonamide). The yield is 87.3%. Reaction SMILES: [Br:1][C:2]1[CH:7]=[CH:6][C:5]([S:8](Cl)(=[O:10])=[O:9])=[CH:4][CH:3]=1.N1C=CC=CC=1.[CH2:18]([NH2:22])[CH:19]([CH3:21])[CH3:20].Cl>C(Cl)Cl>[Br:1][C:2]1[CH:7]=[CH:6][C:5]([S:8]([NH:22][CH2:18][CH:19]([CH3:21])[CH3:20])(=[O:10])=[O:9])=[CH:4][CH:3]=1. Procedure: To a solution of 4-bromobenzenesulfonyl chloride (2 g, 7.8 mmol) in DCM (40 mL) was added pyridine (1.9 mL, 23.5 mmol) followed by isobutylamine (1.56 mL, 15.7 mmol) and the reaction was stirred at room temperature for 16 hours. 1M aqueous HCl was added and the reaction extracted with DCM, filtered through a phase separator and concentrated to give 4-bromo-N-isobutyl-benzenesulfonamide (1.99 g). LCMS (m/z, Method A) ES+ 294[M+1]+ Reactants: ClC=1C(=C(C(=NC1)N1CCC(CC1)NC(OC(C)(C)C)=O)F)C1=NC=C(C=C1C)C (tert-butyl (1-(5′-chloro-3′-fluoro-3,5-dimethyl-[2,4′-bipyridin]-2′-yl)piperidin-4-yl)carbamate), O1CCOCC1 (dioxane), CO (MeOH). Run in Cl (HCl). The product is ClC=1C(=C(C(=NC1)N1CCC(CC1)N)F)C1=NC=C(C=C1C)C (1-(5′-Chloro-3′-fluoro-3,5-dimethyl-2,4′-bipyridin-2′-yl)piperidin-4-amine). Isolated yield 121.7%. RXN SMILES: [Cl:1][C:2]1[C:3]([C:23]2[C:28]([CH3:29])=[CH:27][C:26]([CH3:30])=[CH:25][N:24]=2)=[C:4]([F:22])[C:5]([N:8]2[CH2:13][CH2:12][CH:11]([NH:14]C(=O)OC(C)(C)C)[CH2:10][CH2:9]2)=[N:6][CH:7]=1.O1CCOCC1.CO>Cl>[Cl:1][C:2]1[C:3]([C:23]2[C:28]([CH3:29])=[CH:27][C:26]([CH3:30])=[CH:25][N:24]=2)=[C:4]([F:22])[C:5]([N:8]2[CH2:9][CH2:10][CH:11]([NH2:14])[CH2:12][CH2:13]2)=[N:6][CH:7]=1. Procedure details: A solution of tert-butyl (1-(5′-chloro-3′-fluoro-3,5-dimethyl-[2,4′-bipyridin]-2′-yl)piperidin-4-yl)carbamate (160 mg, 0.368 mmol) in 4 M HCl in dioxane (3.0 mL, 12.0 mmol) and MeOH (1.0 mL) was stirred at rt for 2 h. After concentration, the residue was further dried under vacuum to give 150 mg (100%) of pale yellow solid as a di-HCl salt: LRMS (M+H)+: 335.0; 1H NMR (400 MHz, DMSO-d6) δ 1.50-1.72 (m, 2 H), 1.94-2.03 (m, 2 H), 2.10 (s, 3 H), 2.37 (s, 3 H), 2.89-3.12 (m, 2 H), 3.20-3.33 (m, 1 H),...